The task is: describe an organic reaction: reactants, conditions, products, and yield. This data is from the Open Reaction Database (ORD), a public repository of structured organic reaction records. Reactants: C1(CC1)C(=O)N1CCN(CC1)C(=O)C=1NC2=CC=C(C=C2C1)C(=O)N1CCN(CC1)C(C)C ((4-Cyclopropanecarbonyl-piperazin-1-yl)-[5-(4-isopropyl-piperazine-1-carbonyl)-1H-indol-2-yl]-methanone), FC(C=1C=C(C=CC1)B(O)O)(F)F (3-(trifluoromethyl)-phenylboronic acid). The product is C1(CC1)C(=O)N1CCN(CC1)C(=O)C=1N(C2=CC=C(C=C2C1)C(=O)N1CCN(CC1)C(C)C)C1=CC(=CC=C1)C(F)(F)F ((4-Cyclopropanecarbonyl-piperazin-1-yl)-[5-(4-isopropyl-piperazine-1-carbonyl)-1-(3-trifluoromethyl-phenyl)-1H-indol-2-yl]-methanone). Yield: 79.0%. Reaction SMILES: [CH:1]1([C:4]([N:6]2[CH2:11][CH2:10][N:9]([C:12]([C:14]3[NH:15][C:16]4[C:21]([CH:22]=3)=[CH:20][C:19]([C:23]([N:25]3[CH2:30][CH2:29][N:28]([CH:31]([CH3:33])[CH3:32])[CH2:27][CH2:26]3)=[O:24])=[CH:18][CH:17]=4)=[O:13])[CH2:8][CH2:7]2)=[O:5])[CH2:3][CH2:2]1.[F:34][C:35]([F:46])([F:45])[C:36]1[CH:37]=[C:38](B(O)O)[CH:39]=[CH:40][CH:41]=1>>[CH:1]1([C:4]([N:6]2[CH2:7][CH2:8][N:9]([C:12]([C:14]3[N:15]([C:40]4[CH:39]=[CH:38][CH:37]=[C:36]([C:35]([F:46])([F:45])[F:34])[CH:41]=4)[C:16]4[C:21]([CH:22]=3)=[CH:20][C:19]([C:23]([N:25]3[CH2:30][CH2:29][N:28]([CH:31]([CH3:33])[CH3:32])[CH2:27][CH2:26]3)=[O:24])=[CH:18][CH:17]=4)=[O:13])[CH2:10][CH2:11]2)=[O:5])[CH2:3][CH2:2]1. Reported procedure: The title compound was synthesized in analogy to example 5, after stirring for 6.5 days at 35° C., from (4-cyclopropanecarbonyl-piperazin-1-yl)-[5-(4-isopropyl-piperazine-1-carbonyl)-1H-indol-2-yl]-methanone (example 25) and 3-(trifluoromethyl)-phenylboronic acid to afford the desired product as a colorless gum (79%). MS (ISP): 596.3 (M+H)+.